This data is from the Open Reaction Database (ORD), a public repository of structured organic reaction records. The task is: describe an organic reaction: reactants, conditions, products, and yield Starting materials: IC (Iodomethane), C(C(C)(C)C)N1C(OC2(C1)CC(CCC2)C(=O)OC)=O (methyl 3-neopentyl-2-oxo-1-oxa-3-azaspiro[4.5]decane-7-carboxylate), C[Si](C)(C)[N-][Si](C)(C)C.[Na+] (sodium bis(trimethylsilyl)amide). Solvent: C1CCOC1 (THF), C1CCOC1 (THF). Run at temperature -78 celsius, time 3 hour. The product is CC1(CC2(CN(C(O2)=O)CC(C)(C)C)CCC1)C(=O)OC (methyl 7-methyl-3-neopentyl-2-oxo-1-oxa-3-azaspiro[4.5]decane-7-carboxylate). Yield: 81.0%. Reaction SMILES: [CH2:1]([N:6]1[CH2:10][C:9]2([CH2:15][CH2:14][CH2:13][CH:12]([C:16]([O:18][CH3:19])=[O:17])[CH2:11]2)[O:8][C:7]1=[O:20])[C:2]([CH3:5])([CH3:4])[CH3:3].[CH3:21][Si]([N-][Si](C)(C)C)(C)C.[Na+].IC>C1COCC1>[CH3:21][C:12]1([C:16]([O:18][CH3:19])=[O:17])[CH2:13][CH2:14][CH2:15][C:9]2([O:8][C:7](=[O:20])[N:6]([CH2:1][C:2]([CH3:5])([CH3:4])[CH3:3])[CH2:10]2)[CH2:11]1 |f:1.2|. Procedure details: To a 78° C. solution of methyl 3-neopentyl-2-oxo-1-oxa-3-azaspiro[4.5]decane-7-carboxylate (15.0 g, 52.9 mmol) in THF (41.0 mL) under N2 was added sodium bis(trimethylsilyl)amide, 1 M in THF (238 mL, 238 mmol) over 1 h using an addition funnel. The reaction mixture was stirred at −78° C. for 3 h. Iodomethane (14.9 mL, 238 mmol) was added, and the reaction was stirred at −78° C. for an additional 2 h. The reaction was quenched at −78° C. with water (5 mL) and diluted with brine (200 mL). The prod... Reactants: C[C@](C(=O)N)([C@H](C1=CC=CC=C1)N)O (Methyl (2R,3S)-3-amino-2-hydroxy-3-phenylpropionamide), C(C(C)C)O (isobutyl alcohol). The product is N[C@H]([C@H](C(=O)OCC(C)C)O)C1=CC=CC=C1 (Isobutyl (2R,3S)-3-amino-2-hydroxy-3-phenylpropionate). Reaction SMILES: C[C@@:2]([OH:14])([C@@H:6]([NH2:13])[C:7]1[CH:12]=[CH:11][CH:10]=[CH:9][CH:8]=1)[C:3](N)=[O:4].[CH2:15]([OH:19])[CH:16]([CH3:18])[CH3:17]>>[NH2:13][C@@H:6]([C:7]1[CH:12]=[CH:11][CH:10]=[CH:9][CH:8]=1)[C@@H:2]([OH:14])[C:3]([O:19][CH2:15][CH:16]([CH3:18])[CH3:17])=[O:4]. Procedure details: To a mixture of crude (2R,3S)-2-hydroxy-3-amine-3-phenylpropionamide (CVII, EXAMPLE 6, 180 mg, 1 mmol) in isobutyl alcohol (2.5 ml) is bubbled anhydrous hydrogen chloride gas until saturated allowing the temperature to rise. The reaction mixture is then heated to 100° overnight. The resulting solution is evaporated to dryness under house vacuum at 50°. The residue is dissolved in water (5 ml), and the aqueous is neutralized with saturated potassium carbonate solution to pH>9. The basic aqueous i... Reactants: COc1cc(C2OCCO2)cc(OCCOCCOCCOCCNC(=O)OC(C)(C)C)c1OC, CC(C)=O, I. Product: COc1cc(C=O)cc(OCCOCCOCCOCCNC(=O)OC(C)(C)C)c1OC. Reaction SMILES: [C:1](=[O:2])([O:3][C:4]([CH3:5])([CH3:6])[CH3:7])[NH:8][CH2:9][CH2:10][O:11][CH2:12][CH2:13][O:14][CH2:15][CH2:16][O:17][CH2:18][CH2:19][O:20][c:21]1[cH:22][c:23]([CH:31]2[O:32][CH2:35][CH2:34][O:33]2)[cH:24][c:25]([O:29][CH3:30])[c:26]1[O:27][CH3:28].[CH3:37][C:38](=[O:39])[CH3:40].[I:36]>>[C:1](=[O:2])([O:3][C:4]([CH3:5])([CH3:6])[CH3:7])[NH:8][CH2:9][CH2:10][O:11][CH2:12][CH2:13][O:14][CH2:15][CH2:16][O:17][CH2:18][CH2:19][O:20][c:21]1[cH:22][c:23]([CH:31]=[O:32])[cH:24][c:25]([O:29][CH3:30])[c:26]1[O:27][CH3:28]. Reactants: ClC1=C(C=CC=2C(C3=C(C=CC=C3OC12)F)=O)O (4-chloro-8-fluoro-3-hydroxy-9-oxo-9H-xanthene), C([O-])([O-])=O (carbonate), BrCC(=O)OCC (ethyl bromoacetate), CN(C=O)C (N,N-dimethylformamide). Solvent: O (water). Product: ClC1=C(C=CC=2C(C3=C(C=CC=C3OC12)F)=O)OCC(=O)OCC (ethyl 4-chloro-8-fluoro-9-oxo-9H-xanthene-3-yloxyacetate). Reaction SMILES: [Cl:1][C:2]1[C:15]2[O:14][C:13]3[C:8](=[C:9]([F:16])[CH:10]=[CH:11][CH:12]=3)[C:7](=[O:17])[C:6]=2[CH:5]=[CH:4][C:3]=1[OH:18].C(=O)([O-])[O-].Br[CH2:24][C:25]([O:27][CH2:28][CH3:29])=[O:26].CN(C)C=O>O>[Cl:1][C:2]1[C:15]2[O:14][C:13]3[C:8](=[C:9]([F:16])[CH:10]=[CH:11][CH:12]=3)[C:7](=[O:17])[C:6]=2[CH:5]=[CH:4][C:3]=1[O:18][CH2:24][C:25]([O:27][CH2:28][CH3:29])=[O:26]. Procedure details: A mixture of 2.6 g of 4-chloro-8-fluoro-3-hydroxy-9-oxo-9H-xanthene, 2.8 g of postassium carbonate, 3.3. g of ethyl bromoacetate and 40 ml of N,N-dimethylformamide (DMF) was stirred at 60°-70° C. for 4 hours. After cooling the mixture, water was added thereto and the resulting crystal was recovered by filtration, washed with water and dried. Recrystallization from ethanol gave 3.4 g of ethyl 4-chloro-8-fluoro-9-oxo-9H-xanthene-3-yloxyacetate. A mixture of this ester (3.3 g), sodium hydroxide (1.... Starting materials: C(C1=CC=CC=C1)OC=1C(=NC=CC1)NC(=S)NC1=CC=C(C=C1)C(F)(F)F (N-(3-benzyloxypyrid-2-yl)-N'-(4-trifluoromethylphenyl)thiourea), mercuric oxide, N (ammonia). Reaction conditions: time 48 hour. Yields the product C(C1=CC=CC=C1)OC=1C(=NC=CC1)NC(=N)NC1=CC=C(C=C1)C(F)(F)F (N-(3-Benzyloxypyrid-2-yl)-N'-(4-trifluoromethylphenyl)guanidine). Reaction SMILES: [CH2:1]([O:8][C:9]1[C:10]([NH:15][C:16]([NH:18][C:19]2[CH:24]=[CH:23][C:22]([C:25]([F:28])([F:27])[F:26])=[CH:21][CH:20]=2)=S)=[N:11][CH:12]=[CH:13][CH:14]=1)[C:2]1[CH:7]=[CH:6][CH:5]=[CH:4][CH:3]=1.[NH3:29]>>[CH2:1]([O:8][C:9]1[C:10]([NH:15][C:16]([NH:18][C:19]2[CH:24]=[CH:23][C:22]([C:25]([F:28])([F:27])[F:26])=[CH:21][CH:20]=2)=[NH:29])=[N:11][CH:12]=[CH:13][CH:14]=1)[C:2]1[CH:7]=[CH:6][CH:5]=[CH:4][CH:3]=1. Procedure: A mixture of N-(3-benzyloxypyrid-2-yl)-N'-(4-trifluoromethylphenyl)thiourea (3.08 g, 0.0076 mol), yellow mercuric oxide (2 g, 0.0092 mol) and methanolic ammonia solution (40 ml) was stirred for 48 hours at room temperature, then the solvent was removed in vacuo and the residue extracted with boiling chloroform and filtered hot. Evaporation of the filtrate and recrystallisation from acetonitrile gave the desired product. Yield 2.05 g (70%), m.p. 154°-155 ° C. Starting materials: C=CCOC1CC(NCC(O)C(N)Cc2cc(F)cc(F)c2)c2cc(OC)ccc21, C=CCC(C(=O)O)N1CCC(CCCC)C1=O, ClCCCl, CCN(C(C)C)C(C)C, CN(C)C=O, On1nnc2ccccc21. Product: C=CCOC1CC(NCC(O)C(Cc2cc(F)cc(F)c2)NC(=O)C(CC=C)N2CCC(CCCC)C2=O)c2cc(OC)ccc21. RXN SMILES: [CH2:1]([CH:2]=[CH2:3])[O:4][CH:5]1[CH2:6][CH:7]([NH:16][CH2:17][CH:18]([CH:19]([CH2:20][c:21]2[cH:22][c:23]([F:28])[cH:24][c:25]([F:27])[cH:26]2)[NH2:29])[OH:30])[c:8]2[cH:9][c:10]([O:14][CH3:15])[cH:11][cH:12][c:13]21.[CH2:31]([CH2:32][CH2:33][CH3:34])[CH:35]1[C:36](=[O:47])[N:37]([CH:40]([C:41](=[O:42])[OH:43])[CH2:44][CH:45]=[CH2:46])[CH2:38][CH2:39]1.[CH2:48]([Cl:49])[CH2:50][Cl:51].[CH:62]([N:63]([CH2:64][CH3:65])[CH:66]([CH3:67])[CH3:68])([CH3:69])[CH3:70].[O:71]=[CH:72][N:73]([CH3:74])[CH3:75].[OH:52][n:53]1[c:54]2[c:55]([cH:56][cH:57][cH:58][cH:59]2)[n:60][n:61]1>>[CH2:1]([CH:2]=[CH2:3])[O:4][CH:5]1[CH2:6][CH:7]([NH:16][CH2:17][CH:18]([CH:19]([CH2:20][c:21]2[cH:22][c:23]([F:28])[cH:24][c:25]([F:27])[cH:26]2)[NH:29][C:41]([CH:40]([N:37]2[C:36](=[O:47])[CH:35]([CH2:31][CH2:32][CH2:33][CH3:34])[CH2:39][CH2:38]2)[CH2:44][CH:45]=[CH2:46])=[O:42])[OH:30])[c:8]2[cH:9][c:10]([O:14][CH3:15])[cH:11][cH:12][c:13]21.